This data is from the Open Reaction Database (ORD), a public repository of structured organic reaction records. The task is: describe an organic reaction: reactants, conditions, products, and yield Reactants: OBO, O=C1CN(c2cccc(-n3cc(-c4ccc(Cl)cc4Cl)nc3Cc3ccc(Br)cc3)c2)S(=O)(=O)N1, C1CCOC1, CC#CCCCC, B1C2CCCC1CCC2. Product: CCCCC=C(C)c1ccc(Cc2nc(-c3ccc(Cl)cc3Cl)cn2-c2cccc(N3CC(=O)NS3(=O)=O)c2)cc1. RXN SMILES: [BH:17]([OH:18])[OH:19].[Br:20][c:21]1[cH:22][cH:23][c:24]([CH2:25][c:26]2[n:27](-[c:39]3[cH:40][c:41]([N:45]4[CH2:46][C:47](=[O:52])[NH:48][S:49]4(=[O:50])=[O:51])[cH:42][cH:43][cH:44]3)[cH:28][c:29](-[c:31]3[c:32]([Cl:38])[cH:33][c:34]([Cl:37])[cH:35][cH:36]3)[n:30]2)[cH:53][cH:54]1.[CH2:55]1[O:56][CH2:57][CH2:58][CH2:59]1.[CH3:1][C:2]#[C:3][CH2:4][CH2:5][CH2:6][CH3:7].[CH:8]12[CH2:9][CH2:10][CH2:11][CH:12]([BH:13]1)[CH2:14][CH2:15][CH2:16]2>>[CH3:1][C:2](=[CH:3][CH2:4][CH2:5][CH2:6][CH3:7])[c:21]1[cH:22][cH:23][c:24]([CH2:25][c:26]2[n:27](-[c:39]3[cH:40][c:41]([N:45]4[CH2:46][C:47](=[O:52])[NH:48][S:49]4(=[O:50])=[O:51])[cH:42][cH:43][cH:44]3)[cH:28][c:29](-[c:31]3[c:32]([Cl:38])[cH:33][c:34]([Cl:37])[cH:35][cH:36]3)[n:30]2)[cH:53][cH:54]1. Starting materials: CCOC(=O)C=Cc1ccc(S(C)(=O)=O)cc1, [Li+], C1COCCO1, [OH-], O. Yields the product CS(=O)(=O)c1ccc(C=CC(=O)O)cc1. As a reaction SMILES: [CH2:1]([CH3:2])[O:3][C:4]([CH:5]=[CH:6][c:7]1[cH:8][cH:9][c:10]([S:13](=[O:14])(=[O:15])[CH3:16])[cH:11][cH:12]1)=[O:17].[Li+:18].[O:21]1[CH2:22][CH2:23][O:24][CH2:25][CH2:26]1.[OH-:19].[OH2:20]>>[O:3]=[C:4]([CH:5]=[CH:6][c:7]1[cH:8][cH:9][c:10]([S:13](=[O:14])(=[O:15])[CH3:16])[cH:11][cH:12]1)[OH:17]. The reactants are NC(CCCCC(=O)OC)C1=C(C=CC=C1OC)OC (methyl 6-amino-6-(2,6-dimethoxyphenyl)hexanoate), C1(=CC=CC=C1)C=1SC=C(N1)C=O (2-phenylthiazole-4-carbaldehyde). The product is COC1=C(C(=CC=C1)OC)C1CCCCC(N1CC=1N=C(SC1)C1=CC=CC=C1)=O (7-(2,6-dimethoxyphenyl)-1-((2-phenylthiazol-4-yl)methyl)azepan-2-one). Reaction SMILES: [NH2:1][CH:2]([C:11]1[C:16]([O:17][CH3:18])=[CH:15][CH:14]=[CH:13][C:12]=1[O:19][CH3:20])[CH2:3][CH2:4][CH2:5][CH2:6][C:7]([O:9]C)=O.[C:21]1([C:27]2[S:28][CH:29]=[C:30]([CH:32]=O)[N:31]=2)[CH:26]=[CH:25][CH:24]=[CH:23][CH:22]=1>>[CH3:20][O:19][C:12]1[CH:13]=[CH:14][CH:15]=[C:16]([O:17][CH3:18])[C:11]=1[CH:2]1[N:1]([CH2:32][C:30]2[N:31]=[C:27]([C:21]3[CH:22]=[CH:23][CH:24]=[CH:25][CH:26]=3)[S:28][CH:29]=2)[C:7](=[O:9])[CH2:6][CH2:5][CH2:4][CH2:3]1. Procedure: Prepared according to the described general procedure 1 (GP1) by reaction of methyl 6-amino-6-(2,6-dimethoxyphenyl)hexanoate with commercially available 2-phenylthiazole-4-carbaldehyde. Subsequent purification by preparative HPLC afforded the target compound. LC-MS (conditions A): tR=0.93 min.; [M+H]+: 423.12 g/mol. Starting materials: COC(CC1=C(N(C2=CC=C(C=C12)OC)CC1=CC=CC=C1)CC)=O (2-ethyl-5-methoxy-1-(phenylmethyl)-1H-indole-3-acetic acid methyl ester), NN (hydrazine). Product: C(C)C=1N(C2=CC=C(C=C2C1CC(=O)NN)OC)CC1=CC=CC=C1 (2-ethyl-5-methoxy-1-(phenylmethyl)-1H-indole-3-acetic acid hydrazide). Isolated yield 74.0%. RXN SMILES: C[O:2][C:3](=O)[CH2:4][C:5]1[C:13]2[C:8](=[CH:9][CH:10]=[C:11]([O:14][CH3:15])[CH:12]=2)[N:7]([CH2:16][C:17]2[CH:22]=[CH:21][CH:20]=[CH:19][CH:18]=2)[C:6]=1[CH2:23][CH3:24].[NH2:26][NH2:27]>>[CH2:23]([C:6]1[N:7]([CH2:16][C:17]2[CH:22]=[CH:21][CH:20]=[CH:19][CH:18]=2)[C:8]2[C:13]([C:5]=1[CH2:4][C:3]([NH:26][NH2:27])=[O:2])=[CH:12][C:11]([O:14][CH3:15])=[CH:10][CH:9]=2)[CH3:24]. Procedure details: Using the method described in Example 3, Part C, 748 mg 2.2 mmol) of 2-ethyl-5-methoxy-1-(phenylmethyl)-1H-indole-3-acetic acid methyl ester was reacted with 2.2 mL of hydrazine to give 552 mg (74% yield) of 2-ethyl-5-methoxy-1-(phenylmethyl)-1H-indole-3-acetic acid hydrazide, that crystallized out of the reaction mixture on cooling (melting point, 138-140° C.). Reactants: C(=O)C=1N=CSC1 (4-formylthiazole), C(C)(C)O (isopropyl alcohol), [F-].[K+] (potassium fluoride), [N+](=O)([O-])C (nitromethane). Run at temperature 62.5 celsius, time 2 hour. The product is [N+](=O)([O-])C(=CC=1N=CSC1)C (4-(2-Nitro-1-propenyl)thiazole). Reaction SMILES: [CH:1]([C:3]1[N:4]=[CH:5][S:6][CH:7]=1)=O.[F-].[K+].[N+:10]([CH3:13])([O-:12])=[O:11].[CH:14](O)(C)C>>[N+:10]([C:13]([CH3:14])=[CH:1][C:3]1[N:4]=[CH:5][S:6][CH:7]=1)([O-:12])=[O:11] |f:1.2|. Reported procedure: In isopropyl alcohol (100 ml) was dissolved 4-formylthiazole (10.9 g), followed by the addition of potassium fluoride (280 mg) and nitromethane (14.46 g). The resulting mixture was stirred at 60 to 65° C. for 2 hours. The reaction mixture was then stirred overnight at room temperature. The solvent was distilled off under reduced pressure. The residue was dissolved in benzene (50 ml), followed by the addition of acetic anhydride (12.29 g) and 4-(dimethylamino)pyridine (588 g). The resulting mixtu... Reactants: ice water, TEA, IP(I)I (triiodophosphine), BrC=1C=C2C(C3=C(C=NC(=C3)Cl)OC2=CC1)(N)COC(C[N+](=O)[O-])C1CCCCC1 (7-bromo-3-chloro-5-((1-cyclohexyl-2-nitroethoxy)methyl)-5H-chromeno[2,3-c]pyridin-5-amine). Solvent: C(Cl)Cl (DCM). Reaction conditions: temperature 0 celsius, time 1.5 hour. Product: NC1(C2=CC(=CC=C2OC=2C=NC(=CC21)Cl)Br)COC(C#N)C2CCCCC2 (2-((5-amino-7-bromo-3-chloro-5H-chromeno[2,3-c]pyridin-5-yl)methoxy)-2-cyclohexylacetonitrile). RXN SMILES: IP(I)I.[Br:5][C:6]1[CH:7]=[C:8]2[C:18](=[CH:19][CH:20]=1)[O:17][C:11]1[CH:12]=[N:13][C:14]([Cl:16])=[CH:15][C:10]=1[C:9]2([CH2:22][O:23][CH:24]([CH:29]1[CH2:34][CH2:33][CH2:32][CH2:31][CH2:30]1)[CH2:25][N+:26]([O-])=O)[NH2:21]>C(Cl)Cl>[NH2:21][C:9]1([CH2:22][O:23][CH:24]([CH:29]2[CH2:34][CH2:33][CH2:32][CH2:31][CH2:30]2)[C:25]#[N:26])[C:10]2[CH:15]=[C:14]([Cl:16])[N:13]=[CH:12][C:11]=2[O:17][C:18]2[C:8]1=[CH:7][C:6]([Br:5])=[CH:20][CH:19]=2. Procedure details: TEA (1.263 ml, 9.06 mmol) and triiodophosphine (1.243 g, 3.02 mmol) were added to 7-bromo-3-chloro-5-((1-cyclohexyl-2-nitroethoxy)methyl)-5H-chromeno[2,3-c]pyridin-5-amine (1.5 g, 3.02 mmol) in DCM (30.2 ml) at 0° C. The reaction was stirred 10 minutes before the ice water bath was removed and the reaction was allowed to come to RT. After 1.5 hours, the solution is cooled to 0° C. and quenched with saturated aqueous sodium bicarbonate, diluted with water, and extracted with DCM. The combined org... The solvent is C1(=CC=CC=C1)C (toluene). Yields the product [N+](#[C-])C(C(=O)N(C1=CC=CC=C1)C(C)C)C (2-isocyano-N-isopropylpropionanilide). The reactants are NC(C(=O)N(C1=CC=CC=C1)C(C)C)C (α-amino-N-isopropylpropionanilide), C(=O)O (formic acid). Procedure details: α-amino-N-isopropylpropionanilide (88.5 g.) was mixed with 80 g. of concentrated formic acid, then heated at 125° C. for 2 hours. The temperature was lowered to 100° C. and toluene added. The mixture was then refluxed. Water and formic acid were removed azeotropically. Upon crystallization, the toluene solvent was removed and the residue, identified as N-isopropyl-2-formamido propionanilide, triturated with ether and filtered. The formamide, (23.4 g.), was dissolved in methylene chloride and 50.... As a reaction SMILES: [NH2:1][CH:2]([CH3:15])[C:3]([N:5]([CH:12]([CH3:14])[CH3:13])[C:6]1[CH:11]=[CH:10][CH:9]=[CH:8][CH:7]=1)=[O:4].[CH:16](O)=O>C1(C)C=CC=CC=1>[N+:1]([CH:2]([CH3:15])[C:3]([N:5]([CH:12]([CH3:14])[CH3:13])[C:6]1[CH:11]=[CH:10][CH:9]=[CH:8][CH:7]=1)=[O:4])#[C-:16]. Conditions: temperature -10 celsius, time 15 minute. The reactants are Cl.Cl.COC=1C=C(C=CC1)N1CCNCC1 (1-(3-Methoxyphenyl)piperazine dihydrochloride), ClN1C(CCC1=O)=O (N-chlorosuccinimide). The solvent is C(C)(=O)O (acetic acid), O (water). Run at time 5 hour. Yields the product Cl.ClC1=C(C=C(C=C1)OC)N1CCNCC1 (1-(2-Chloro-5-methoxy-phenyl)-piperazine hydrochloride). Reaction SMILES: [ClH:1].Cl.[CH3:3][O:4][C:5]1[CH:6]=[C:7]([N:11]2[CH2:16][CH2:15][NH:14][CH2:13][CH2:12]2)[CH:8]=[CH:9][CH:10]=1.[Cl:17]N1C(=O)CCC1=O>C(O)(=O)C.O>[ClH:17].[Cl:1][C:8]1[CH:9]=[CH:10][C:5]([O:4][CH3:3])=[CH:6][C:7]=1[N:11]1[CH2:16][CH2:15][NH:14][CH2:13][CH2:12]1 |f:0.1.2,6.7|. Procedure: To a solution of 5.3 g (20 mmol) of 1-(3-Methoxyphenyl)piperazine dihydrochloride in 120 mL of acetic acid and 30 mL of water at 0° C. was added 3.3 g (20 mmol) of N-chlorosuccinimide. After 5 hours, the reaction was concentrated to an oil in vacuo, and the oil was partitioned between ethyl acetate and 1M NaOH. The phases were separated, and the ethyl acetate phase was washed once each with water and brine, dried over Na2SO4, filtered, and the filtrate was concentrated to an oil in vacuo. The oi... Starting materials: C(C1=CC=CC=C1)OC(NC(C(C(C)C)O)C(NCCC(OCC)OCC)=O)=O ([1-(3,3-diethoxy-propylcarbamoyl)-2-hydroxy-3-methyl-butyl]-carbamic acid benzyl ester), Cl (hydrochloric acid), C([O-])(O)=O.[Na+] (sodium bicarbonate). The solvent is O1CCCC1 (tetrahydrofuran). Run at time 20 minute. The product is C(C1=CC=CC=C1)OC(NC(C(C(C)C)O)C(NCCC=O)=O)=O ([2-hydroxy-3-methyl-1-(3-oxo-propylcarbamoyl)-butyl]-carbamic acid benzyl ester). Yield: 92.6%. As a reaction SMILES: [CH2:1]([O:8][C:9](=[O:29])[NH:10][CH:11]([C:17](=[O:28])[NH:18][CH2:19][CH2:20][CH:21](OCC)[O:22]CC)[CH:12]([OH:16])[CH:13]([CH3:15])[CH3:14])[C:2]1[CH:7]=[CH:6][CH:5]=[CH:4][CH:3]=1.Cl.C(=O)(O)[O-].[Na+]>O1CCCC1>[CH2:1]([O:8][C:9](=[O:29])[NH:10][CH:11]([C:17](=[O:28])[NH:18][CH2:19][CH2:20][CH:21]=[O:22])[CH:12]([OH:16])[CH:13]([CH3:15])[CH3:14])[C:2]1[CH:7]=[CH:6][CH:5]=[CH:4][CH:3]=1 |f:2.3|. Procedure details: To a solution of [1-(3,3-diethoxy-propylcarbamoyl)-2-hydroxy-3-methyl-butyl]-carbamic acid benzyl ester (350 mg, 0.854 mmol) in anhydrous tetrahydrofuran (2 ml) was added 0.5N hydrochloric acid (2 ml). The resulting solution was stirred for 20 minutes at room temperature. The aqueous layer was basified to pH 8 with sodium bicarbonate solution, and extracted with ethyl acetate (3×40 mL). The combined extracts were washed with saturated sodium chloride, dried over magnesium sulfate, filtered and c... Reactants: C(=O)(O)[C@@H](CC1(CCCC1)C(=O)N[C@H](CC(=O)OCC)CCOC1=CC=C(C=C1)Cl)CCOC (Ethyl (3S)-3-[({1-[(2S)-2-Carboxy-4-methoxybutyl]cyclopentyl}carbonyl)amino]-5-(4-chlorophenoxy)pentanoate), [OH-].[Na+] (sodium hydroxide). Solvent: O1CCOCC1 (dioxan). The product is C(=O)(O)[C@@H](CC1(CCCC1)C(=O)N[C@H](CC(=O)O)CCOC1=CC=C(C=C1)Cl)CCOC ((3S)-3-[({1-[(2S)-2-Carboxy-4-methoxybutyl]cyclopentyl}carbonyl)amino]-5-(4-chlorophenoxy)pentanoic Acid). Reaction SMILES: [C:1]([C@H:4]([CH2:31][CH2:32][O:33][CH3:34])[CH2:5][C:6]1([C:11]([NH:13][C@@H:14]([CH2:21][CH2:22][O:23][C:24]2[CH:29]=[CH:28][C:27]([Cl:30])=[CH:26][CH:25]=2)[CH2:15][C:16]([O:18]CC)=[O:17])=[O:12])[CH2:10][CH2:9][CH2:8][CH2:7]1)([OH:3])=[O:2].[OH-].[Na+]>O1CCOCC1>[C:1]([C@H:4]([CH2:31][CH2:32][O:33][CH3:34])[CH2:5][C:6]1([C:11]([NH:13][C@@H:14]([CH2:21][CH2:22][O:23][C:24]2[CH:29]=[CH:28][C:27]([Cl:30])=[CH:26][CH:25]=2)[CH2:15][C:16]([OH:18])=[O:17])=[O:12])[CH2:10][CH2:9][CH2:8][CH2:7]1)([OH:3])=[O:2] |f:1.2|. Procedure details: A solution of the ethyl ester from example 47 (100 mg, 0.20 mmol) and 2N sodium hydroxide solution (2 ml) in dioxan (4 ml) was stirred at 50° C. for 3 hours, then concentrated under reduced pressure. The residue was suspended in 2N hydrochloric acid (2 ml), extracted with ethyl acetate (3×20 ml), and the combined organic solutions dried (MgSO4) and evaporated under reduced pressure. The crude product was purified by column chromatography on silica gel using an elution gradient of ethyl acetate:m...